Dataset: the Open Reaction Database (ORD), a public repository of structured organic reaction records. Task: describe an organic reaction: reactants, conditions, products, and yield Reactants: CC(C)(C)OC(=O)N1CCN(c2ccccc2O)CC1, C1CCOC1, CC(C)OC(=O)N=NC(=O)OC(C)C, OCCN1CCOCC1, c1ccc(P(c2ccccc2)c2ccccc2)cc1. Product: CC(C)(C)OC(=O)N1CCN(c2ccccc2OCCN2CCOCC2)CC1. As a reaction SMILES: [C:15]([CH3:16])([CH3:17])([CH3:18])[O:19][C:20](=[O:21])[N:22]1[CH2:23][CH2:24][N:25]([c:28]2[c:29]([OH:34])[cH:30][cH:31][cH:32][cH:33]2)[CH2:26][CH2:27]1.[CH2:63]1[O:64][CH2:65][CH2:66][CH2:67]1.[O:1]=[C:2]([O:3][CH:4]([CH3:5])[CH3:6])[N:7]=[N:8][C:9]([O:10][CH:11]([CH3:12])[CH3:13])=[O:14].[O:35]1[CH2:36][CH2:37][N:38]([CH2:41][CH2:42][OH:43])[CH2:39][CH2:40]1.[c:44]1([P:45]([c:46]2[cH:47][cH:48][cH:49][cH:50][cH:51]2)[c:52]2[cH:53][cH:54][cH:55][cH:56][cH:57]2)[cH:58][cH:59][cH:60][cH:61][cH:62]1>>[C:15]([CH3:16])([CH3:17])([CH3:18])[O:19][C:20](=[O:21])[N:22]1[CH2:23][CH2:24][N:25]([c:28]2[c:29]([O:34][CH2:42][CH2:41][N:38]3[CH2:37][CH2:36][O:35][CH2:40][CH2:39]3)[cH:30][cH:31][cH:32][cH:33]2)[CH2:26][CH2:27]1. Starting materials: COC(CCCC(CBr)=O)=O (6-bromo-5-oxo-hexanoic acid methyl ester), C(=O)(OC(C)(C)C)NC(=N)N (Boc-guanidine), N[C@@H](CC1=CC=C2C=CC=CC2=C1)C(=O)O (Nal). Run in CN(C)C=O (DMF), hexanes. Yields the product C(C)(C)(C)OC(=O)N1C(=NC(=C1)CCCC(=O)OC)N (2-amino-4-(3-methoxycarbonyl-propyl)-imidazole-1-carboxylic acid tert-butyl ester). Isolated yield 64.8%. RXN SMILES: [CH3:1][O:2][C:3](=[O:11])[CH2:4][CH2:5][CH2:6][C:7](=O)[CH2:8]Br.[C:12]([NH:19][C:20]([NH2:22])=[NH:21])([O:14][C:15]([CH3:18])([CH3:17])[CH3:16])=[O:13].N[C@H](C(O)=O)CC1C=C2C(C=CC=C2)=CC=1>CN(C=O)C>[C:15]([O:14][C:12]([N:19]1[CH:8]=[C:7]([CH2:6][CH2:5][CH2:4][C:3]([O:2][CH3:1])=[O:11])[N:21]=[C:20]1[NH2:22])=[O:13])([CH3:18])([CH3:16])[CH3:17]. Procedure: 6-bromo-5-oxo-hexanoic acid methyl ester (2.30 g, 10.3 mmol), Boc-guanidine (4.92 g, 30.9 mmol),32 and Nal (3.07 g, 20.6 mmol) were dissolved in DMF (30 mL) and allowed to stir at room temperature. After 24 h the DMF was removed under reduced pressure and the residue was taken up in ethyl acetate (100 mL) and washed with water (3×50 mL) and brine (50 mL) before being dried (Na2SO4), filtered and evaporated to dryness. The resulting oil was purified by flash column chromatography (50-100% EtOAc/H... Reactants: C(C1=CC=CC=C1)(=O)Cl (Benzoyl chloride), C(C)(C)(C)C([C@@H]1[C@H]([C@H]([C@@H](O1)N1C(N=C2C(=N)N=CN=C12)=[SiH2])O[Si](C)(C)C(C)(C)C)OC(C)(C)C)O (5′,3′-O-di-tert-Butylsilanediyl-2′-O-tert-butyldimethylsilyl Adenosine), N1CCOCC1 (morpholine). Solvent: N1=CC=CC=C1 (pyridine). Reaction conditions: time 2.5 hour. Yields the product C(C)(C)(C)C([C@@H]1[C@H]([C@H]([C@@H](O1)N1C(N=C2C(=NC(C3=CC=CC=C3)=O)N=CN=C12)=[SiH2])O[Si](C)(C)C(C)(C)C)OC(C)(C)C)O (5′,3′-O-di-tert-Butylsilanediyl-2′-O-tert-butyldimethylsilyl-N6-benzoyl Adenosine). Reaction SMILES: [C:1](Cl)(=[O:8])[C:2]1[CH:7]=[CH:6][CH:5]=[CH:4][CH:3]=1.[C:10]([CH:14]([OH:44])[C@H:15]1[O:19][C@@H:18]([N:20]2[C:29]3[C:23]([C:24]([N:26]=[CH:27][N:28]=3)=[NH:25])=[N:22][C:21]2=[SiH2:30])[C@H:17]([O:31][Si:32]([C:35]([CH3:38])([CH3:37])[CH3:36])([CH3:34])[CH3:33])[C@@H:16]1[O:39][C:40]([CH3:43])([CH3:42])[CH3:41])([CH3:13])([CH3:12])[CH3:11].N1CCOCC1>N1C=CC=CC=1>[C:10]([CH:14]([OH:44])[C@H:15]1[O:19][C@@H:18]([N:20]2[C:29]3[C:23]([C:24]([N:26]=[CH:27][N:28]=3)=[N:25][C:1](=[O:8])[C:2]3[CH:7]=[CH:6][CH:5]=[CH:4][CH:3]=3)=[N:22][C:21]2=[SiH2:30])[C@H:17]([O:31][Si:32]([C:35]([CH3:38])([CH3:37])[CH3:36])([CH3:34])[CH3:33])[C@@H:16]1[O:39][C:40]([CH3:43])([CH3:42])[CH3:41])([CH3:13])([CH3:11])[CH3:12]. Reported procedure: Benzoyl chloride (8 ml, 68.86 mmol) was added dropwise to a stirred suspension of (50) (17.89 g, 34.28 mmol) in anhydrous pyridine (100 ml) at 0° C. After 5 min the reaction was warmed to room temperature and stirred for 2.5 hr. After that the mixture was cooled to 0° C. and morpholine (12 ml, 137.9 mmol) was added slowly with stirring. After 45 min at 0° C. the reaction mixture was evaporated and the residue was partitioned between methylene chloride and water. The organic layer was dried over ...